From a dataset of the Open Reaction Database (ORD), a public repository of structured organic reaction records. describe an organic reaction: reactants, conditions, products, and yield Starting materials: COC1=CC(=NC(=C1)C1=CC(=CC=C1)[N+](=O)[O-])C(=O)O (4-methoxy-6-(3-nitrophenyl)-2-pyridinecarboxylic acid), C(=O)(N1C=NC=C1)N1C=NC=C1 (carbonyldiimidazole), NC1=NN=NN1 (5-aminotetrazole). The product is N1N=NN=C1NC(=O)C1=NC(=CC(=C1)OC)C1=CC(=CC=C1)[N+](=O)[O-] (N-(5-tetrazolyl)-4-methoxy-6-(3-nitrophenyl)-2-pyridinecarboxamide). The yield is 62.3%. As a reaction SMILES: [CH3:1][O:2][C:3]1[CH:8]=[C:7]([C:9]2[CH:14]=[CH:13][CH:12]=[C:11]([N+:15]([O-:17])=[O:16])[CH:10]=2)[N:6]=[C:5]([C:18]([OH:20])=O)[CH:4]=1.C(N1C=CN=C1)(N1C=CN=C1)=O.[NH2:33][C:34]1[NH:38][N:37]=[N:36][N:35]=1>>[NH:35]1[C:34]([NH:33][C:18]([C:5]2[CH:4]=[C:3]([O:2][CH3:1])[CH:8]=[C:7]([C:9]3[CH:14]=[CH:13][CH:12]=[C:11]([N+:15]([O-:17])=[O:16])[CH:10]=3)[N:6]=2)=[O:20])=[N:38][N:37]=[N:36]1. Procedure details: In the same manner as described in Example 1-(1), 4-methoxy-6-(3-nitrophenyl)-2-pyridinecarboxylic acid (0.4 g), carbonyldiimidazole (0.22 g) and 5-aminotetrazole (0.15 g) are reacted to give N-(5-tetrazolyl)-4-methoxy-6-(3-nitrophenyl)-2-pyridinecarboxamide (0.31 g). M.P. 269°-272.5° C. (decomp.) (wetted from about 250° C.) (recrystallized from dimethylformamide-ethyl acetate) Starting materials: C(C)(C)(C)OC(=O)N1C[C@H]([C@@H](C1)CN(C(C1=CC(=C(C=C1)OC)OCCCOC)=O)C(C)C)C=O ((3S,4R)-3-formyl-4-({isopropyl-[4-methoxy-3-(3-methoxy-propoxy)-benzoyl]-amino}-methyl)-pyrrolidine-1-carboxylic acid tert-butyl ester), CN (methylamine), [BH4-].[Na+] (NaBH4). The solvent is CO (MeOH). Run at time 1 hour. The product is C(C)(C)(C)OC(=O)N1C[C@H]([C@@H](C1)CNC)CN(C(C1=CC(=C(C=C1)OC)OCCCOC)=O)C(C)C ((3R,4R)-3-({Isopropyl-[4-methoxy-3-(3-methoxy-propoxy)-benzoyl]-amino}-methyl)-4-methylaminomethyl-pyrrolidine-1-carboxylic acid tert-butyl ester). Reaction SMILES: [C:1]([O:5][C:6]([N:8]1[CH2:12][C@@H:11]([CH2:13][N:14]([CH:31]([CH3:33])[CH3:32])[C:15](=[O:30])[C:16]2[CH:21]=[CH:20][C:19]([O:22][CH3:23])=[C:18]([O:24][CH2:25][CH2:26][CH2:27][O:28][CH3:29])[CH:17]=2)[C@H:10]([CH:34]=O)[CH2:9]1)=[O:7])([CH3:4])([CH3:3])[CH3:2].[CH3:36][NH2:37].[BH4-].[Na+]>CO>[C:1]([O:5][C:6]([N:8]1[CH2:9][C@@H:10]([CH2:34][NH:37][CH3:36])[C@H:11]([CH2:13][N:14]([CH:31]([CH3:33])[CH3:32])[C:15](=[O:30])[C:16]2[CH:21]=[CH:20][C:19]([O:22][CH3:23])=[C:18]([O:24][CH2:25][CH2:26][CH2:27][O:28][CH3:29])[CH:17]=2)[CH2:12]1)=[O:7])([CH3:2])([CH3:3])[CH3:4] |f:2.3|. Procedure details: To a solution of (3S,4R)-3-formyl-4-({isopropyl-[4-methoxy-3-(3-methoxy-propoxy)-benzoyl]-amino}-methyl)-pyrrolidine-1-carboxylic acid tert-butyl ester (2.7 g, 5.48 mmol) in MeOH (containing 2% AcOH, 25 mL), methylamine (13.7 mL, 27.41 mmol, 2M in MeOH) is added. The solution is stirred at RT for 1 h under nitrogen atmosphere and cooled to 10° C., before the careful addition of NaBH4 (0.415 g, 10.96 mmol) (exothermic !!). The resulting mixture is allowed to reach RT and stirred for 1.5 h. The ex... Starting materials: [C@@H]1([C@H](O)[C@H](O)[C@@H](CO)O1)N1C=NC=2C(N)=NC=NC12 (adenosine), [C@@H]1([C@H](O)[C@H](O)[C@@H](CO)O1)N1C=NC=2C(N)=NC=NC12 (adenosine), N(=O)O (nitrous acid), sugar, C(C)(=O)OC(C)=O.CN(C1=CC=NC=C1)C (acetic anhydride 4-(dimethylamino)pyridine), P12(=S)SP3(=S)SP(=S)(S1)SP(=S)(S2)S3 (phosphorus pentasulfide). Product: [C@@H]1([C@H](O)[C@H](O)[C@@H](CO)O1)N1C=NC=2C(S)=NC=NC12 (6-thioinosine). As a reaction SMILES: [C@@H:1]1([N:10]2[C:19]3[N:18]=[CH:17][N:16]=[C:14](N)[C:13]=3[N:12]=[CH:11]2)[O:9][C@H:6]([CH2:7][OH:8])[C@@H:4]([OH:5])[C@H:2]1[OH:3].N(O)=O.C(OC(=O)C)(=O)C.CN(C)C1C=CN=CC=1.P12(SP3(SP(SP(S3)(S1)=S)(=S)S2)=S)=[S:40]>>[C@@H:1]1([N:10]2[C:19]3[N:18]=[CH:17][N:16]=[C:14]([SH:40])[C:13]=3[N:12]=[CH:11]2)[O:9][C@H:6]([CH2:7][OH:8])[C@@H:4]([OH:5])[C@H:2]1[OH:3] |f:2.3|. Procedure details: Concomitant hydrolysis of the nitrile function and the sugar protecting groups of compound 41 is carried out by the treatment with 0.1N NaOH solution to obtain 4-amino-3-(β-D-ribofuranosyl)-1,3-azaphospholine-5-carboxamide (compound 50). Compound 50 is ring closed with formamide or with triethyl orthoformate to obtain the inosine analog, compound S1 (X=O), which is also prepared by deamination of the adenosine analog, compound 44, with aqueous nitrous acid. Acetylation of the sugar hydroxyls wit... Starting materials: O=C1N(C=2C=C(C=NC2C=C1)C(=O)OC)CC=C (methyl 6-oxo-5-(2-propen-1-yl)-5,6-dihydro-1,5-naphthyridine-3-carboxylate), [OH-].[Na+] (NaOH), Cl (HCl). Yields the product O=C1N(C=2C=C(C=NC2C=C1)C(=O)O)CC=C (6-Oxo-5-(2-propen-1-yl)-5,6-dihydro-1,5-naphthyridine-3-carboxylic Acid). Reaction SMILES: [O:1]=[C:2]1[CH:11]=[CH:10][C:9]2[N:8]=[CH:7][C:6]([C:12]([O:14]C)=[O:13])=[CH:5][C:4]=2[N:3]1[CH2:16][CH:17]=[CH2:18].[OH-].[Na+].Cl>O1CCOCC1.O>[O:1]=[C:2]1[CH:11]=[CH:10][C:9]2[N:8]=[CH:7][C:6]([C:12]([OH:14])=[O:13])=[CH:5][C:4]=2[N:3]1[CH2:16][CH:17]=[CH2:18] |f:1.2|. Conditions: time 2 hour. The yield is 90.1%. The solvent is O1CCOCC1 (1,4-dioxane), O (water). Procedure: To a solution of methyl 6-oxo-5-(2-propen-1-yl)-5,6-dihydro-1,5-naphthyridine-3-carboxylate (0.809 g, 3.32 mmol) in 1,4-dioxane (10 ml) and water (5 ml) was added 2M NaOH (2 ml) and the reaction was stirred at rt for 2 h. The pH of the mixture was then adjusted to 2-3 with 2M HCl and extracted three times with EtOAc. The combined organic phases were then dried and evaporated to give the desired product as a solid (0.689 g, 90%). The reactants are CC(=O)NC(CC(C)C)C(=O)O, CC(=O)CCc1ccccc1, CCO, NCc1ccccc1, O, O=S(=O)(O)Cc1ccccc1, CC(C)CC(NS(=O)(=O)Cc1ccccc1)C(=O)O, c1ccccc1. Yields the product CC(CCc1ccccc1)NCc1ccccc1. RXN SMILES: [C:51]([NH:52][CH:53]([C:54]([OH:55])=[O:56])[CH2:57][CH:58]([CH3:59])[CH3:60])(=[O:61])[CH3:62].[CH2:1]([c:2]1[cH:3][cH:4][cH:5][cH:6][cH:7]1)[CH2:8][C:9]([CH3:10])=[O:11].[CH3:69][CH2:70][OH:71].[NH2:12][CH2:13][c:14]1[cH:15][cH:16][cH:17][cH:18][cH:19]1.[OH2:20].[c:21]1([CH2:22][S:23]([OH:24])(=[O:25])=[O:26])[cH:27][cH:28][cH:29][cH:30][cH:31]1.[c:32]1([CH2:33][S:34]([NH:35][CH:36]([C:37]([OH:38])=[O:39])[CH2:40][CH:41]([CH3:42])[CH3:43])(=[O:44])=[O:45])[cH:46][cH:47][cH:48][cH:49][cH:50]1.[cH:63]1[cH:64][cH:65][cH:66][cH:67][cH:68]1>>[CH2:1]([c:2]1[cH:3][cH:4][cH:5][cH:6][cH:7]1)[CH2:8][CH:9]([CH3:10])[NH:12][CH2:13][c:14]1[cH:15][cH:16][cH:17][cH:18][cH:19]1. Starting materials: C(C)OC(CC1CCC(CC1)C1=CC=CC=C1)=O ((4-phenyl-cyclohexyl)-acetic acid ethyl ester), [Cl-].[Cl-].[Cl-].[Al+3] (aluminum trichloride), C(C)(=O)Cl (Acetyl chloride). The solvent is C(Cl)Cl (DCM). Run at temperature 0 celsius, time 2 hour. Yields the product C(C)OC(CC1CCC(CC1)C1=CC=C(C=C1)C(C)=O)=O ([4-(4-Acetyl-phenyl)-cyclohexyl]-acetic acid ethyl ester). RXN SMILES: [CH2:1]([O:3][C:4](=[O:18])[CH2:5][CH:6]1[CH2:11][CH2:10][CH:9]([C:12]2[CH:17]=[CH:16][CH:15]=[CH:14][CH:13]=2)[CH2:8][CH2:7]1)[CH3:2].[Cl-].[Cl-].[Cl-].[Al+3].[C:23](Cl)(=[O:25])[CH3:24]>C(Cl)Cl>[CH2:1]([O:3][C:4](=[O:18])[CH2:5][CH:6]1[CH2:7][CH2:8][CH:9]([C:12]2[CH:17]=[CH:16][C:15]([C:23](=[O:25])[CH3:24])=[CH:14][CH:13]=2)[CH2:10][CH2:11]1)[CH3:2] |f:1.2.3.4|. Procedure: To a 0° C. solution of (4-phenyl-cyclohexyl)-acetic acid ethyl ester (15 g, 61 mmol, 1.0 equiv) in 200 Ml DCM was added aluminum trichloride (16 g, 122 mmol, 2.0 equiv) portionwise over 15 min. Acetyl chloride (4.7 Ml, 67 mmol, 1.10 equiv) was then added dropwise via syringe. The homogeneous solution was allowed to stir at 0° C. for 2 h, then carefully quenched with 300 Ml ice water. The mixture was extracted with DCM (3×150 Ml), and the organic extracts were washed with saturated bicarbonate an... The reactants are CSC(C)c1ccc(C(F)(F)F)nc1, ClC(Cl)Cl, O=C(OO)c1cccc(Cl)c1. Yields the product CC(c1ccc(C(F)(F)F)nc1)S(C)=O. As a reaction SMILES: [CH3:1][S:2][CH:3]([CH3:4])[c:5]1[cH:6][cH:7][c:8]([C:11]([F:12])([F:13])[F:14])[n:9][cH:10]1.[Cl:26][CH:27]([Cl:28])[Cl:29].[OH:15][O:16][C:17]([c:18]1[cH:19][c:20]([Cl:21])[cH:22][cH:23][cH:24]1)=[O:25]>>[CH3:1][S:2]([CH:3]([CH3:4])[c:5]1[cH:6][cH:7][c:8]([C:11]([F:12])([F:13])[F:14])[n:9][cH:10]1)=[O:15]. The reactants are BrC1=CC=CC2=C1C(N1[C@H](C=3N2C=NC3C(=O)O)CC1)=O ((S)-8-bromo-9-oxo-12,12a-dihydro-9H,11H-azeto[2,1-c]imidazo[1,5-a][1,4]benzodiazepine-1-carboxylic acid), C(=O)(N1C=NC=C1)N1C=NC=C1 (1,1'-carbonyldiimidazole), N (ammonia). Run in CN(C=O)C (N,N-dimethylformamide), O (water). Run at time 30 minute. Yields the product BrC1=CC=CC2=C1C(N1[C@H](C=3N2C=NC3C(=O)N)CC1)=O ((S)-8-bromo-9-oxo-12,12a-dihydro-9H,11H-azeto[2,1-c]imidazo[1,5-a][1,4]benzodiazepine-1-carboxamide). Yield: 676.3%. Reaction SMILES: [Br:1][C:2]1[C:7]2[C:8](=[O:21])[N:9]3[CH2:20][CH2:19][C@H:10]3[C:11]3[N:12]([CH:13]=[N:14][C:15]=3[C:16](O)=[O:17])[C:6]=2[CH:5]=[CH:4][CH:3]=1.C(N1C=CN=C1)([N:24]1C=CN=C1)=O.N>CN(C)C=O.O>[Br:1][C:2]1[C:7]2[C:8](=[O:21])[N:9]3[CH2:20][CH2:19][C@H:10]3[C:11]3[N:12]([CH:13]=[N:14][C:15]=3[C:16]([NH2:24])=[O:17])[C:6]=2[CH:5]=[CH:4][CH:3]=1. Procedure: 19.8 g (56.9 mmol) of (S)-8-bromo-9-oxo-12,12a-dihydro-9H,11H-azeto[2,1-c]imidazo[1,5-a][1,4]benzodiazepine-1-carboxylic acid were suspended in 100 ml of N,N-dimethylformamide, treated at room temperature with 10.1 g (62.6 mmol) of 1,1'-carbonyldiimidazole and stirred at 70° for 30 minutes. 50 ml of 25% ammonia were added dropwise at 25°-30°. The reaction mixture was diluted with 50 ml of water and cooled to 0°, and the crystallizate was filtered off under suction and dried. There were obtained ...